describe an organic reaction: reactants, conditions, products, and yield From a dataset of the Open Reaction Database (ORD), a public repository of structured organic reaction records. Reactants: S1C(=NC2=C1C=CC=C2)N(C(=O)C=2C=CC=C1CCN(CC21)C=2SC(=C(N2)C(=O)OCC)C2=CC=C(C=C2)CO)COCC[Si](C)(C)C (ethyl 2-(8-(benzo[d]thiazol-2-yl((2-(trimethylsilyl)ethoxy)methyl)carbamoyl)-3,4-dihydroisoquinolin-2(1H)-yl)-5-(4-(hydroxymethyl)phenyl)thiazole-4-carboxylate), CC1(OB(OC1(C)C)C1=CC=C(C=C1)O)C (4-(4,4,5,5-tetramethyl-1,3,2-dioxaborolan-2-yl)phenol), OCC1=CC=C(C=C1)B(O)O (4-(hydroxymethyl)phenylboronic acid), BrC1=NC=CC=N1 (2-bromopyrimidine). Product: N1=C(N=CC=C1)C1=CC=C(C=C1)O (4-(pyrimidin-2-yl)phenol). RXN SMILES: S1C2C=CC=CC=2N=C1N(COCC[Si](C)(C)C)C(C1C=CC=C2C=1CN(C1SC(C3C=CC(CO)=CC=3)=C(C(OCC)=O)N=1)CC2)=O.OCC1C=CC(B(O)O)=CC=1.Br[C:61]1[N:66]=[CH:65][CH:64]=[CH:63][N:62]=1.CC1(C)C(C)(C)OB([C:75]2[CH:80]=[CH:79][C:78]([OH:81])=[CH:77][CH:76]=2)O1>>[N:62]1[CH:63]=[CH:64][CH:65]=[N:66][C:61]=1[C:75]1[CH:80]=[CH:79][C:78]([OH:81])=[CH:77][CH:76]=1. Procedure: Compound 81A was prepared in a similar manner to the synthesis of compound 34D by substituting compound 34C and 4-(hydroxymethyl)phenylboronic acid with 2-bromopyrimidine and 4-(4,4,5,5-tetramethyl-1,3,2-dioxaborolan-2-yl)phenol, respectively: 1H NMR (DMSO-d6): δ 9.92 (s, 1H), 8.80 (d, J=4.6 Hz, 2H), 8.22-8.26 (m, 2H), 7.31 (t, J=4.6 Hz, 1H), 6.89-6.89 (m, 2H). The reactants are C1COCCO1, Cc1ccc(S(=O)(=O)N2C=CNC(=O)C2CC(=O)NCCc2ccc(CO)cc2)cc1, O=S(Cl)Cl. Product: Cc1ccc(S(=O)(=O)N2C=CNC(=O)C2CC(=O)NCCc2ccc(CCl)cc2)cc1. As a reaction SMILES: [CH2:36]1[O:37][CH2:38][CH2:39][O:40][CH2:41]1.[OH:1][CH2:2][c:3]1[cH:4][cH:5][c:6]([CH2:9][CH2:10][NH:11][C:12]([CH2:13][CH:14]2[N:15]([S:21](=[O:22])(=[O:23])[c:24]3[cH:25][cH:26][c:27]([CH3:30])[cH:28][cH:29]3)[CH:16]=[CH:17][NH:18][C:19]2=[O:20])=[O:31])[cH:7][cH:8]1.[S:32]([Cl:33])([Cl:34])=[O:35]>>[CH2:2]([c:3]1[cH:4][cH:5][c:6]([CH2:9][CH2:10][NH:11][C:12]([CH2:13][CH:14]2[N:15]([S:21](=[O:22])(=[O:23])[c:24]3[cH:25][cH:26][c:27]([CH3:30])[cH:28][cH:29]3)[CH:16]=[CH:17][NH:18][C:19]2=[O:20])=[O:31])[cH:7][cH:8]1)[Cl:34]. The product is Cc1nc(CN)ccc1OCc1ccccc1. Reactants: [Al+3], [H-], [H-], [H-], [H-], [Li+], Cc1nc(CN=[N+]=[N-])ccc1OCc1ccccc1, [Na+], [OH-], O. As a reaction SMILES: [Al+3:2].[H-:1].[H-:4].[H-:5].[H-:6].[Li+:3].[N:7](=[N+:8]=[N-:9])[CH2:10][c:11]1[cH:12][cH:13][c:14]([O:18][CH2:19][c:20]2[cH:21][cH:22][cH:23][cH:24][cH:25]2)[c:15]([CH3:17])[n:16]1.[Na+:27].[OH-:26].[OH2:28]>>[NH2:7][CH2:10][c:11]1[cH:12][cH:13][c:14]([O:18][CH2:19][c:20]2[cH:21][cH:22][cH:23][cH:24][cH:25]2)[c:15]([CH3:17])[n:16]1. Starting materials: C1CCOC1, CC#N, COC(=O)CC1Nc2ccc(C(=O)NCc3nc4ccccc4[nH]3)cc2CN(C(C)C)C1=O, O=C(O)C(F)(F)F, [Li+], [OH-], O, O. Product: CC(C)N1Cc2cc(C(=O)NCc3nc4ccccc4[nH]3)ccc2NC(CC(=O)O)C1=O. Reaction SMILES: [CH2:36]1[O:37][CH2:38][CH2:39][CH2:40]1.[CH3:49][C:50]#[N:51].[CH:1]([CH3:2])([CH3:3])[N:4]1[C:5](=[O:33])[CH:6]([CH2:28][C:29](=[O:30])[O:31][CH3:32])[NH:7][c:8]2[c:9]([cH:11][c:12]([C:15](=[O:16])[NH:17][CH2:18][c:19]3[nH:20][c:21]4[c:22]([n:23]3)[cH:24][cH:25][cH:26][cH:27]4)[cH:13][cH:14]2)[CH2:10]1.[F:42][C:43]([F:44])([F:45])[C:46]([OH:47])=[O:48].[Li+:35].[OH-:34].[OH2:41].[OH2:52]>>[CH:1]([CH3:2])([CH3:3])[N:4]1[C:5](=[O:33])[CH:6]([CH2:28][C:29](=[O:30])[OH:31])[NH:7][c:8]2[c:9]([cH:11][c:12]([C:15](=[O:16])[NH:17][CH2:18][c:19]3[n:20][c:21]4[c:22]([nH:23]3)[cH:24][cH:25][cH:26][cH:27]4)[cH:13][cH:14]2)[CH2:10]1.